This data is from the Open Reaction Database (ORD), a public repository of structured organic reaction records. The task is: describe an organic reaction: reactants, conditions, products, and yield Reactants: C(=O)(OC(C)(C)C)N1[C@@H](CCC1)COC=1C=NC=C(C1)Br (3-(1-BOC-2-(S)-pyrrolidinylmethoxy)-5-bromopyridine), C(=C)C1=CC=NC=C1 (4-vinylpyridine), C1(=C(C=CC=C1)P(C1=C(C=CC=C1)C)C1=C(C=CC=C1)C)C (tri-o-tolylphosphine), C(=O)(O)[O-].[Na+] (NaHCO3). The reagents and catalysts are C(C)(=O)[O-].[Pd+2].C(C)(=O)[O-] (palladium acetate). The solvent is C(C)#N (acetonitrile), CCN(CC)CC (NEt3). Conditions: temperature 100 celsius. Yields the product C(=O)(OC(C)(C)C)N1[C@@H](CCC1)COC=1C=NC=C(C1)C=CC1=CC=NC=C1 (3-(1-BOC-2-(S)-pyrrolidinyl-methoxy)-5-(4-pyridinyl-ethenyl)pyridine). Yield: 79.6%. Reaction SMILES: [C:1]([N:8]1[CH2:12][CH2:11][CH2:10][C@H:9]1[CH2:13][O:14][C:15]1[CH:16]=[N:17][CH:18]=[C:19](Br)[CH:20]=1)([O:3][C:4]([CH3:7])([CH3:6])[CH3:5])=[O:2].[CH:22]([C:24]1[CH:29]=[CH:28][N:27]=[CH:26][CH:25]=1)=[CH2:23].C1(C)C=CC=CC=1P(C1C=CC=CC=1C)C1C=CC=CC=1C.C([O-])(O)=O.[Na+]>C(#N)C.CCN(CC)CC.C([O-])(=O)C.[Pd+2].C([O-])(=O)C>[C:1]([N:8]1[CH2:12][CH2:11][CH2:10][C@H:9]1[CH2:13][O:14][C:15]1[CH:16]=[N:17][CH:18]=[C:19]([CH:23]=[CH:22][C:24]2[CH:29]=[CH:28][N:27]=[CH:26][CH:25]=2)[CH:20]=1)([O:3][C:4]([CH3:7])([CH3:6])[CH3:5])=[O:2] |f:3.4,7.8.9|. Procedure details: To a solution of 3-(1-BOC-2-(S)-pyrrolidinylmethoxy)-5-bromopyridine (300 mg, 0.84 mmol) in acetonitrile (10 mL) and NEt3 (1 mL) was added 4-vinylpyridine(0.15 mL, 1.34 mmol), palladium acetate (28 mg, 0.13 mmol) and tri-o-tolylphosphine (141 mg). The reaction mixture was heated in a sealed tube at 100° C. for 16 h. After cooling to room temperature, saturated NaHCO3 solution was added. The mixture was extracted with EtOAc (2X). The combined organic solvent was dried (MgSO4), concentrated and ch...